This data is from the Open Reaction Database (ORD), a public repository of structured organic reaction records. The task is: describe an organic reaction: reactants, conditions, products, and yield Reported procedure: Prepared according to the procedure described by Jubian at al. Angew. Chem, 1995, 107, 1343 and Rasmussen et al. Synthesis, 1988, 456. To a solution of benzoyl isothiocyanate (0.93 g, 5.70 mmol) in acetone (10 mL) was added tert-butyl(3-aminopropyl)carbamate (0.95 g, 5.45 mmol). After heating at 60° C. for 2.5 h, the reaction mixture was concentrated in vacuo. The crude residue was purified via silica gel chromatography (EtOAc-heptane, 0-40%), affording the title compound (0.83 g, 43%). LCMS: Rt... Reactants: C(C1=CC=CC=C1)(=O)N=C=S (benzoyl isothiocyanate), C(C)(C)(C)OC(NCCCN)=O (tert-butyl(3-aminopropyl)carbamate), CC(=O)C (acetone). Yield: 43.0%. Run at temperature 60 celsius. As a reaction SMILES: [C:1]([N:9]=[C:10]=[S:11])(=[O:8])[C:2]1[CH:7]=[CH:6][CH:5]=[CH:4][CH:3]=1.[C:12]([O:16][C:17](=[O:23])[NH:18][CH2:19][CH2:20][CH2:21][NH2:22])([CH3:15])(C)C.[CH3:24][C:25](C)=O>>[C:1]([NH:9][C:10](=[S:11])[NH:22][CH2:21][CH2:20][CH2:19][NH:18][C:17](=[O:23])[O:16][CH2:12][CH2:15][CH2:24][CH3:25])(=[O:8])[C:2]1[CH:7]=[CH:6][CH:5]=[CH:4][CH:3]=1. Product: C(C1=CC=CC=C1)(=O)NC(NCCCNC(OCCCC)=O)=S (Butyl (3-(3-benzoylthioureido)propyl)carbamate).